Dataset: the Open Reaction Database (ORD), a public repository of structured organic reaction records. Task: describe an organic reaction: reactants, conditions, products, and yield The reactants are Cl.Cl.ClCC=1N=C(SC1)CN(C)C (4-chloromethyl-2-dimethylaminomethylthiazole dihydrochloride), S1C=NC=C1 (thiazole), CN (methylamine), [N+](=O)([O-])C=C1SCCN1 (2-nitromethylenethiazolidine), CN (Methylamine), CN (methylamine). Solvent: O (water), O (water), ClCCl (dichloromethane), C(C)C(=O)C (methyl ethyl ketone), C([O-])([O-])=O.[K+].[K+] (potassium carbonate). Conditions: temperature 40 celsius. Product: CN/C(=C\[N+](=O)[O-])/NCCSCC1=CSC(=N1)CN(C)C (nizatidine). Isolated yield 74.3%. RXN SMILES: [N+:1]([CH:4]=[C:5]1[NH:9][CH2:8][CH2:7][S:6]1)([O-:3])=[O:2].CN.Cl.Cl.Cl[CH2:15][C:16]1[N:17]=[C:18]([CH2:21][N:22]([CH3:24])[CH3:23])[S:19][CH:20]=1.S1C=C[N:27]=[CH:26]1>O.C(C(C)=O)C.C(=O)([O-])[O-].[K+].[K+].ClCCl>[CH3:26][NH:27]/[C:5](/[NH:9][CH2:8][CH2:7][S:6][CH2:15][C:16]1[N:17]=[C:18]([CH2:21][N:22]([CH3:24])[CH3:23])[S:19][CH:20]=1)=[CH:4]\[N+:1]([O-:3])=[O:2] |f:2.3.4,8.9.10|. Procedure: A mixture of 2-nitromethylenethiazolidine (12.6 g) and water (30.0 ml) was stirred and heated at 40° C. under Argon. Methylamine (20.0 g of a 40% w/w aqueous solution) was added slowly over 30 minutes to the reaction mixture at 40° C. The mixture was cooled at ambient temperature and further methylamine (23.6 g of 40% w/w aqueous solution) was added over 2.5 hours and a solution of 4-chloromethyl-2-dimethylaminomethylthiazole dihydrochloride (25.0 g) in water (30 ml) was added over 5.5 hours wit...